From a dataset of the Open Reaction Database (ORD), a public repository of structured organic reaction records. describe an organic reaction: reactants, conditions, products, and yield RXN SMILES: [CH3:18][NH2:19].[Cl:1][c:2]1[cH:3][c:4]([O:8][c:9]2[cH:10][c:11]3[cH:12][cH:13][nH:14][c:15]3[cH:16][cH:17]2)[n:5][cH:6][n:7]1.[OH2:20]>>[c:2]1([NH:19][CH3:18])[cH:3][c:4]([O:8][c:9]2[cH:10][c:11]3[cH:12][cH:13][nH:14][c:15]3[cH:16][cH:17]2)[n:5][cH:6][n:7]1. Reactants: CN, Clc1cc(Oc2ccc3[nH]ccc3c2)ncn1, O. Product: CNc1cc(Oc2ccc3[nH]ccc3c2)ncn1. The reactants are CC(Br)c1ccc2occ(C#N)c(=O)c2c1, CC(=O)[O-], CN(C)C=O, [Na+], O. Product: CC(=O)OC(C)c1ccc2occ(C#N)c(=O)c2c1. RXN SMILES: [Br:1][CH:2]([CH3:3])[c:4]1[cH:5][cH:6][c:7]2[c:8]([c:9](=[O:15])[c:10]([C:13]#[N:14])[cH:11][o:12]2)[cH:16]1.[CH3:18][C:19]([O-:20])=[O:21].[CH3:22][N:23]([CH3:24])[CH:25]=[O:26].[Na+:17].[OH2:27]>>[CH:2]([CH3:3])([c:4]1[cH:5][cH:6][c:7]2[c:8]([c:9](=[O:15])[c:10]([C:13]#[N:14])[cH:11][o:12]2)[cH:16]1)[O:21][C:19]([CH3:18])=[O:20].